From a dataset of the Open Reaction Database (ORD), a public repository of structured organic reaction records. describe an organic reaction: reactants, conditions, products, and yield Reactants: S1C(=CC=C1)C12NOCC1CN(C2)C(=O)OC(C)(C)C (tert-butyl 6a-(2-thienyl)-3,3a,4,6-tetrahydro-1H-pyrrolo[3,4-c]isoxazole-5-carboxylate), C(C1=CC=CC=C1)(=O)N=C=S (benzoyl isothiocyanate). Solvent: C1CCOC1 (THF). Reaction conditions: time 1 hour. Product: C(C1=CC=CC=C1)(=O)NC(=S)N1OCC2C1(CN(C2)C(=O)OC(C)(C)C)C=2SC=CC2 (tert-Butyl 1-(benzoylcarbamothioyl)-6a-(2-thienyl)-3,3a,4,6-tetrahydropyrrolo[3,4-c]isoxazole-5-carboxylate). As a reaction SMILES: [S:1]1[CH:5]=[CH:4][CH:3]=[C:2]1[C:6]12[CH2:13][N:12]([C:14]([O:16][C:17]([CH3:20])([CH3:19])[CH3:18])=[O:15])[CH2:11][CH:10]1[CH2:9][O:8][NH:7]2.[C:21]([N:29]=[C:30]=[S:31])(=[O:28])[C:22]1[CH:27]=[CH:26][CH:25]=[CH:24][CH:23]=1>C1COCC1>[C:21]([NH:29][C:30]([N:7]1[C:6]2([C:2]3[S:1][CH:5]=[CH:4][CH:3]=3)[CH2:13][N:12]([C:14]([O:16][C:17]([CH3:20])([CH3:19])[CH3:18])=[O:15])[CH2:11][CH:10]2[CH2:9][O:8]1)=[S:31])(=[O:28])[C:22]1[CH:27]=[CH:26][CH:25]=[CH:24][CH:23]=1. Procedure: To a mixture of tert-butyl 6a-(2-thienyl)-3,3a,4,6-tetrahydro-1H-pyrrolo[3,4-c]isoxazole-5-carboxylate (7.16 g, 24.2 mmol) in THF (161 mL) is added benzoyl isothiocyanate (3.94 g, 24.2 mmol). The reaction is stirred for 1 hour at room temperature, concentrated under reduced pressure, and triturated with hexane/ethyl acetate (1:1) to give the title compound. ES/MS (m/e): 459 (M+H). The reactants are COCCC(=O)O, ClCCl, Fc1cc2nc(COc3ccccc3)n(Cc3ccc(OC(F)(F)F)cc3)c2cc1N1CCNCC1. Yields the product COCCC(=O)N1CCN(c2cc3c(cc2F)nc(COc2ccccc2)n3Cc2ccc(OC(F)(F)F)cc2)CC1. Reaction SMILES: [CH3:1][O:2][CH2:3][CH2:4][C:5](=[O:6])[OH:7].[Cl:44][CH2:45][Cl:46].[F:8][c:9]1[cH:10][c:11]2[c:12]([n:13]([CH2:24][c:25]3[cH:26][cH:27][c:28]([O:31][C:32]([F:33])([F:34])[F:35])[cH:29][cH:30]3)[c:14]([CH2:16][O:17][c:18]3[cH:19][cH:20][cH:21][cH:22][cH:23]3)[n:15]2)[cH:36][c:37]1[N:38]1[CH2:39][CH2:40][NH:41][CH2:42][CH2:43]1>>[CH3:1][O:2][CH2:3][CH2:4][C:5](=[O:7])[N:41]1[CH2:40][CH2:39][N:38]([c:37]2[c:9]([F:8])[cH:10][c:11]3[c:12]([n:13]([CH2:24][c:25]4[cH:26][cH:27][c:28]([O:31][C:32]([F:33])([F:34])[F:35])[cH:29][cH:30]4)[c:14]([CH2:16][O:17][c:18]4[cH:19][cH:20][cH:21][cH:22][cH:23]4)[n:15]3)[cH:36]2)[CH2:43][CH2:42]1. Reactants: C=Cc1cc(N(C)C)ccc1-c1ccc(Br)cc1, C1CCOC1, ClCCl, [Mg], COC(=O)C1CC(=O)CN1C(=O)OCC[Si](C)(C)C. The product is C=Cc1cc(N(C)C)ccc1-c1ccc(C2(O)CC(C(=O)OC)N(C(=O)OCC[Si](C)(C)C)C2)cc1. Reaction SMILES: [Br:2][c:3]1[cH:4][cH:5][c:6](-[c:9]2[c:10]([CH:18]=[CH2:19])[cH:11][c:12]([N:15]([CH3:16])[CH3:17])[cH:13][cH:14]2)[cH:7][cH:8]1.[CH2:39]1[O:40][CH2:41][CH2:42][CH2:43]1.[Cl:44][CH2:45][Cl:46].[Mg:1].[O:20]=[C:21]1[CH2:22][CH:23]([C:35](=[O:36])[O:37][CH3:38])[N:24]([C:26](=[O:27])[O:28][CH2:29][CH2:30][Si:31]([CH3:32])([CH3:33])[CH3:34])[CH2:25]1>>[c:3]1([C:21]2([OH:20])[CH2:22][CH:23]([C:35](=[O:36])[O:37][CH3:38])[N:24]([C:26](=[O:27])[O:28][CH2:29][CH2:30][Si:31]([CH3:32])([CH3:33])[CH3:34])[CH2:25]2)[cH:4][cH:5][c:6](-[c:9]2[c:10]([CH:18]=[CH2:19])[cH:11][c:12]([N:15]([CH3:16])[CH3:17])[cH:13][cH:14]2)[cH:7][cH:8]1. Yields the product O=Cc1ccc(CN(c2ccccc2)c2ccccc2)cc1. Reactants: Brc1ccc(CN(c2ccccc2)c2ccccc2)cc1, [Li]CCCC, CCCCCC, CN(C)C=O, C1CCOC1, O. Reaction SMILES: [Br:1][c:2]1[cH:3][cH:4][c:5]([CH2:6][N:7]([c:8]2[cH:9][cH:10][cH:11][cH:12][cH:13]2)[c:14]2[cH:15][cH:16][cH:17][cH:18][cH:19]2)[cH:20][cH:21]1.[CH2:28]([Li:29])[CH2:30][CH2:31][CH3:32].[CH3:22][CH2:23][CH2:24][CH2:25][CH2:26][CH3:27].[CH3:33][N:34]([CH:35]=[O:36])[CH3:37].[O:39]1[CH2:40][CH2:41][CH2:42][CH2:43]1.[OH2:38]>>[c:2]1([CH:35]=[O:36])[cH:3][cH:4][c:5]([CH2:6][N:7]([c:8]2[cH:9][cH:10][cH:11][cH:12][cH:13]2)[c:14]2[cH:15][cH:16][cH:17][cH:18][cH:19]2)[cH:20][cH:21]1. Reactants: C(C)CC(P([O-])(=O)[O-])(Br)CC (Diethylbromoethanephosphonate), NCCCCCCCCN (1.8-diaminooctane). Run in O (water). The product is O.NCCCCCCCCNCCP(O)(=O)O (N-(8-aminooctyl)-2-aminoethanephosphonic acid monohydrate). As a reaction SMILES: C(C[C:4]([CH2:10]C)(Br)[P:5]([O-:8])(=[O:7])[O-:6])C.[NH2:12][CH2:13][CH2:14][CH2:15][CH2:16][CH2:17][CH2:18][CH2:19][CH2:20][NH2:21]>O>[OH2:6].[NH2:12][CH2:13][CH2:14][CH2:15][CH2:16][CH2:17][CH2:18][CH2:19][CH2:20][NH:21][CH2:10][CH2:4][P:5]([OH:6])(=[O:7])[OH:8] |f:3.4|. Procedure: Diethylbromoethanephosphonate (15.3 g, 0.062 moles) and 1.8-diaminooctane (54.0 g, 0.375 moles) were heated under reflux in water (250 cm3) for 5 hours. The water and excess diamine were then distilled off. Concentrated hydrochloric acid (280 cm3) was added and the solution heated under reflux for 8 hours. The solution was then evaporated to dryness on a rotary evaporator and the residue was dissolved in methanol (75 cm3) and propylene oxide wad added to pH 6. The phosphonic acid was filtered of... Starting materials: aqueous solution, C([O-])([O-])=O.[Na+].[Na+] (sodium carbonate), tetrakistriphenylphosphine palladium(0), COC1=CC=C(C(=C1C=O)C)B1OC(C(O1)(C)C)(C)C (6-Methoxy-2-methyl-3-(4,4,5,5-tetramethyl-1,3,2-dioxaborolan-2-yl)benzaldehyde), ClC1=NC=CC(=N1)Cl (2,4-dichloropyrimidine), O (Water). The solvent is C(OC)COC (dimethoxyethane). Run at temperature 80 celsius, time 10 hour. The product is ClC1=NC=CC(=N1)C=1C(=C(C=O)C(=CC1)OC)C (3-(2-Chloropyrimidin-4-yl)-6-methoxy-2-methylbenzaldehyde). Yield: 87.9%. Reaction SMILES: C(=O)([O-])[O-].[Na+].[Na+].[CH3:7][O:8][C:9]1[C:14]([CH:15]=[O:16])=[C:13]([CH3:17])[C:12](B2OC(C)(C)C(C)(C)O2)=[CH:11][CH:10]=1.[Cl:27][C:28]1[N:33]=[C:32](Cl)[CH:31]=[CH:30][N:29]=1.O>C(COC)OC>[Cl:27][C:28]1[N:33]=[C:32]([C:12]2[C:13]([CH3:17])=[C:14]([C:9]([O:8][CH3:7])=[CH:10][CH:11]=2)[CH:15]=[O:16])[CH:31]=[CH:30][N:29]=1 |f:0.1.2|. Procedure: A 2 M aqueous solution of sodium carbonate (2.72 mL, 5.43 mol) and tetrakistriphenylphosphine palladium(0) (209 mg, 0.181 mmol) were added to a suspension of the 6-methoxy-2-methyl-3-(4,4,5,5-tetramethyl-1,3,2-dioxaborolan-2-yl)benzaldehyde obtained in Example 4-1 (500 mg, 1.81 mmol) and 2,4-dichloropyrimidine (405 mg, 2.72 mmol) in dimethoxyethane (5.4 mL) at room temperature. The mixture thus obtained was stirred at 80° C. for 10 hours. Thereafter, the resulting solution was cooled to room tem... The reactants are C(=O)(OC(C)(C)C)NCC(CCC(=O)O)=O (5-(Boc-amino)-4-oxopentanoic acid), N1=CC=CC=C1 (pyridine), OCCCCCCCCCC(=O)OCC(Cl)(Cl)Cl (2,2,2-trichloroethyl 10-hydroxydecanoate), C1(CCCCC1)N=C=NC1CCCCC1 (N,N′-dicyclohexylcarbodiimide). The solvent is ClCCl (dichloromethane). The product is C(=O)(OC(C)(C)C)NCC(CCC(=O)OCCCCCCCCCC(=O)OCC(Cl)(Cl)Cl)=O (2,2,2-trichloroethyl 10-[5-(Boc-amino)-4-oxopentanoyloxy]decanoate). The yield is 69.8%. RXN SMILES: [C:1]([NH:8][CH2:9][C:10](=[O:16])[CH2:11][CH2:12][C:13]([OH:15])=[O:14])([O:3][C:4]([CH3:7])([CH3:6])[CH3:5])=[O:2].O[CH2:18][CH2:19][CH2:20][CH2:21][CH2:22][CH2:23][CH2:24][CH2:25][CH2:26][C:27]([O:29][CH2:30][C:31]([Cl:34])([Cl:33])[Cl:32])=[O:28].C1(N=C=NC2CCCCC2)CCCCC1.N1C=CC=CC=1>ClCCl>[C:1]([NH:8][CH2:9][C:10](=[O:16])[CH2:11][CH2:12][C:13]([O:15][CH2:18][CH2:19][CH2:20][CH2:21][CH2:22][CH2:23][CH2:24][CH2:25][CH2:26][C:27]([O:29][CH2:30][C:31]([Cl:32])([Cl:33])[Cl:34])=[O:28])=[O:14])([O:3][C:4]([CH3:7])([CH3:6])[CH3:5])=[O:2]. Procedure details: This compound was prepared from 5-(Boc-amino)-4-oxopentanoic acid (1.00 g; 4.3 mmol), the product from 12a (1.37 g; 4.3 mmol), N,N′-dicyclohexylcarbodiimide (DCC, 1.03 g; 5.0 mmol), and pyridine (2.0 mL) in dichloromethane (40 mL) using Procedure E. The crude product was purified on a 100×50 mm silica gel 60 column eluted with ethyl acetate-hexane (1:2), collecting 16×50 mL fractions. From evaporation of fractions 4-9 gave 1.6 g (71%) product was obtained (yellowish oil).